describe an organic reaction: reactants, conditions, products, and yield From a dataset of the Open Reaction Database (ORD), a public repository of structured organic reaction records. The reactants are C(CCC)C=1N(C(=C(N1)C(C(C)C)O)C#N)CC1=CC=C(C=C1)C1=C(C=CC=C1)C1=NN=NN1 (2-butyl-4-(1-hydroxy-2-methylpropyl)-1-{4-[2-(tetrazol-5-yl)phenyl]phenyl}methylimidazole-5-carbonitrile), aqueous solution, [OH-].[Na+] (sodium hydroxide). Product: C(CCC)C=1N(C(=C(N1)C(C(C)C)O)C(=O)N)CC1=CC=C(C=C1)C1=C(C=CC=C1)C1=NN=NN1 (2-Butyl-4-(1-hydroxy-2-methylpropyl)-1-{4-[2-(tetrazol-5-yl)phenyl]phenyl}methylimidazole-5-carboxamide). As a reaction SMILES: [CH2:1]([C:5]1[N:6]([CH2:17][C:18]2[CH:23]=[CH:22][C:21]([C:24]3[CH:29]=[CH:28][CH:27]=[CH:26][C:25]=3[C:30]3[NH:34][N:33]=[N:32][N:31]=3)=[CH:20][CH:19]=2)[C:7]([C:15]#[N:16])=[C:8]([CH:10]([OH:14])[CH:11]([CH3:13])[CH3:12])[N:9]=1)[CH2:2][CH2:3][CH3:4].[OH-:35].[Na+]>>[CH2:1]([C:5]1[N:6]([CH2:17][C:18]2[CH:23]=[CH:22][C:21]([C:24]3[CH:29]=[CH:28][CH:27]=[CH:26][C:25]=3[C:30]3[NH:34][N:33]=[N:32][N:31]=3)=[CH:20][CH:19]=2)[C:7]([C:15]([NH2:16])=[O:35])=[C:8]([CH:10]([OH:14])[CH:11]([CH3:12])[CH3:13])[N:9]=1)[CH2:2][CH2:3][CH3:4] |f:1.2|. Procedure: Following a procedure similar to that described in Example 74(d), but using 0.34 g of 2-butyl-4-(1-hydroxy-2-methylpropyl)-1-{4-[2-(tetrazol-5-yl)phenyl]phenyl}methylimidazole-5-carbonitrile [prepared as described in step (c) above] in a 1N aqueous solution of sodium hydroxide, 0.24 g of the title compound was obtained as a powder, melting at 155°-157° C.